Task: describe an organic reaction: reactants, conditions, products, and yield. Dataset: the Open Reaction Database (ORD), a public repository of structured organic reaction records The reactants are [Na].BrC1=NC=2N(C(NC(C2N1C)=O)=O)C (8-bromo-3,7-dimethylxanthine sodium salt), ClCP(C)(C)=O (chloromethyldimethylphosphine oxide). Yields the product BrC1=NC=2N(C(N(C(C2N1C)=O)CP(C)(C)=O)=O)C ([1-(8-Bromo-3,7-dimethylxanthin-1-yl)methyl]dimethylphosphine Oxide). Reaction SMILES: [Na].[Br:2][C:3]1[N:11]([CH3:12])[C:10]2[C:9](=[O:13])[NH:8][C:7](=[O:14])[N:6]([CH3:15])[C:5]=2[N:4]=1.Cl[CH2:17][P:18](=[O:21])([CH3:20])[CH3:19]>>[Br:2][C:3]1[N:11]([CH3:12])[C:10]2[C:9](=[O:13])[N:8]([CH2:17][P:18](=[O:21])([CH3:20])[CH3:19])[C:7](=[O:14])[N:6]([CH3:15])[C:5]=2[N:4]=1 |f:0.1,^1:0|. Procedure details: The title substance was prepared from 28 g (0.1 mol) of 8-bromo-3,7-dimethylxanthine sodium salt and chloromethyldimethylphosphine oxide analogously to Example 59 and chromatographed on silica gel. Starting materials: ClC1=C(C=C(N)C=C1)C1=NC=CC=C1 (4-chloro-3-(pyridin-2-yl)aniline), O(C)C1=CC=C(C(=O)O)C=C1 (4-methoxylbenzoic acid). The product is ClC1=C(C=C(C=C1)NC(C1=CC=C(C=C1)OC)=O)C1=NC=CC=C1 (N-(4-chloro-3-(pyridin-2-yl)phenyl)-4-methoxybenzamide). Reaction SMILES: [Cl:1][C:2]1[CH:8]=[CH:7][C:5]([NH2:6])=[CH:4][C:3]=1[C:9]1[CH:14]=[CH:13][CH:12]=[CH:11][N:10]=1.[O:15]([C:17]1[CH:25]=[CH:24][C:20]([C:21](O)=[O:22])=[CH:19][CH:18]=1)[CH3:16]>>[Cl:1][C:2]1[CH:8]=[CH:7][C:5]([NH:6][C:21](=[O:22])[C:20]2[CH:24]=[CH:25][C:17]([O:15][CH3:16])=[CH:18][CH:19]=2)=[CH:4][C:3]=1[C:9]1[CH:14]=[CH:13][CH:12]=[CH:11][N:10]=1. Reported procedure: Procedure G was used to couple 4-chloro-3-(pyridin-2-yl)aniline and 4-methoxylbenzoic acid to produce N-(4-chloro-3-(pyridin-2-yl)phenyl)-4-methoxybenzamide. MS (Q1) 341.2 (M)+. The reactants are Cl (Hydrochloric acid), C(CCC)[Li] (n-Butyl lithium), C1(=CC=CC=C1)NC(C1=C(C=C(C=C1)Br)OC)=O (N1-phenyl-4-bromo-2-methoxybenzamide), B(OC(C)C)(OC(C)C)OC(C)C (triisopropyl borate). Solvent: O1CCCC1 (tetrahydrofuran). Conditions: time 30 minute. Yields the product N(C1=CC=CC=C1)C(=O)C1=C(C=C(C=C1)B(O)O)OC (4-(anilinocarbonyl)-3-methoxyphenylboronic acid). Isolated yield 62.1%. Reaction SMILES: C([Li])CCC.[C:6]1([NH:12][C:13](=[O:23])[C:14]2[CH:19]=[CH:18][C:17](Br)=[CH:16][C:15]=2[O:21][CH3:22])[CH:11]=[CH:10][CH:9]=[CH:8][CH:7]=1.[B:24](OC(C)C)([O:29]C(C)C)[O:25]C(C)C.Cl>O1CCCC1>[NH:12]([C:13]([C:14]1[CH:19]=[CH:18][C:17]([B:24]([OH:29])[OH:25])=[CH:16][C:15]=1[O:21][CH3:22])=[O:23])[C:6]1[CH:11]=[CH:10][CH:9]=[CH:8][CH:7]=1. Procedure details: n-Butyl lithium (1.6 M in hexane solution, 5.1 ml, 8.16 mmol) was added slowly to a solution of N1-phenyl-4-bromo-2-methoxybenzamide (1.0 g, 3.26 mmol) in tetrahydrofuran (25 mL) at −78° C. After 30 minutes, triisopropyl borate (1.13 mL, 4.90 mmol) was added rapidly. The reaction mixture was allowed to warm up to room temperature after 15 minutes and stirred at room temperature for 16 hours. Hydrochloric acid (2.5N, 18 mL) was added and the mixture was stirred for 5 h hours. The layers were sepa... Reactants: NC1(CCC1)C1=CC=C(C=C1)C=1C(=CC2=C(OCC(N2CCC#N)=O)N1)C1=CC=CC=C1 (3-(6-(4-(1-aminocyclobutyl)phenyl)-2-oxo-7-phenyl-2,3-dihydro-1H-pyrido[2,3-b][1,4]oxazin-1-yl)propanenitrile), C(C)(C)(C)OC(NC1(CCC1)C1=CC=C(C=C1)C=1C(=CC2=C(OCC(N2CCCC#N)=O)N1)C1=CC=CC=C1)=O (tert-butyl(1-(4-(1-(3-cyanopropyl)-2-oxo-7-phenyl-2,3-dihydro-1H-pyrido[2,3-b][1,4]oxazin-6-yl)phenyl)cyclobutyl)carbamate). The product is NC1(CCC1)C1=CC=C(C=C1)C=1C(=CC2=C(OCC(N2CCCC#N)=O)N1)C1=CC=CC=C1 (4-(6-(4-(1-aminocyclobutyl)phenyl)-2-oxo-7-phenyl-2,3-dihydro-1H-pyrido[2,3-b][1,4]oxazin-1-yl)butanenitrile). The yield is 98.2%. Reaction SMILES: NC1(C2C=CC(C3C(C4C=CC=CC=4)=CC4N(CCC#N)C(=O)COC=4N=3)=CC=2)CCC1.C(OC(=O)[NH:39][C:40]1([C:44]2[CH:49]=[CH:48][C:47]([C:50]3[C:51]([C:66]4[CH:71]=[CH:70][CH:69]=[CH:68][CH:67]=4)=[CH:52][C:53]4[N:58]([CH2:59][CH2:60][CH2:61][C:62]#[N:63])[C:57](=[O:64])[CH2:56][O:55][C:54]=4[N:65]=3)=[CH:46][CH:45]=2)[CH2:43][CH2:42][CH2:41]1)(C)(C)C>>[NH2:39][C:40]1([C:44]2[CH:45]=[CH:46][C:47]([C:50]3[C:51]([C:66]4[CH:67]=[CH:68][CH:69]=[CH:70][CH:71]=4)=[CH:52][C:53]4[N:58]([CH2:59][CH2:60][CH2:61][C:62]#[N:63])[C:57](=[O:64])[CH2:56][O:55][C:54]=4[N:65]=3)=[CH:48][CH:49]=2)[CH2:43][CH2:42][CH2:41]1. Procedure: Following the procedure for 3-(6-(4-(1-aminocyclobutyl)phenyl)-2-oxo-7-phenyl-2,3-dihydro-1H-pyrido[2,3-b][1,4]oxazin-1-yl)propanenitrile, tert-butyl(1-(4-(1-(3-cyanopropyl)-2-oxo-7-phenyl-2,3-dihydro-1H-pyrido[2,3-b][1,4]oxazin-6-yl)phenyl)cyclobutyl)carbamate (35 mg, 0.065 mmol) was reacted to afford the title compound (28 mg). 1H NMR (500 MHz, CH3OD) 7.62 (1H, s), 7.41 (2H, d), 7.39 (2H, d), 7.3 (3H, m), 7.25 (2H, m), 4.98 (2H, s), 4.19 (2H, t), 2.73-2.79 (2H, m), 2.55-2.61 (4H, m), 2.22-2.25... Starting materials: C(C)(C)(C)OC(=O)N[C@@H]([C@@H](C(=O)N(C)C)C1=CC=C(C=C1)N1C(CCC1)=O)C(=O)N1CC(CC1)(F)F ((2S,3S)-3-[(tert-Butoxycarbonyl)amino]-4-(3,3-difluoropyrrolidin-1-yl)-N,N-dimethyl-4-oxo-2-[4-(2-oxopyrrolidin-1-yl)phenyl]butanamide), [H][H] (hydrogen). The reagents and catalysts are [Pt](=O)=O (platinum (IV) oxide). Solvent: C(C)(=O)O (acetic acid). Product: C(C)(C)(C)OC(=O)N[C@@H]([C@@H](C(=O)N(C)C)C1CCC(CC1)N1C(CCC1)=O)C(=O)N1CC(CC1)(F)F ((2S,3S)-3-[(tert-Butoxycarbonyl)amino]-4-(3,3-difluoropyrrolidin-1-yl)-N,N-dimethyl-4-oxo-2-[4-(2-oxopyrrolidin-1-yl)cyclohexyl]butanamide). As a reaction SMILES: [C:1]([O:5][C:6]([NH:8][C@H:9]([C:28]([N:30]1[CH2:34][CH2:33][C:32]([F:36])([F:35])[CH2:31]1)=[O:29])[C@H:10]([C:16]1[CH:21]=[CH:20][C:19]([N:22]2[CH2:26][CH2:25][CH2:24][C:23]2=[O:27])=[CH:18][CH:17]=1)[C:11]([N:13]([CH3:15])[CH3:14])=[O:12])=[O:7])([CH3:4])([CH3:3])[CH3:2].[H][H]>C(O)(=O)C.[Pt](=O)=O>[C:1]([O:5][C:6]([NH:8][C@H:9]([C:28]([N:30]1[CH2:34][CH2:33][C:32]([F:36])([F:35])[CH2:31]1)=[O:29])[C@H:10]([CH:16]1[CH2:21][CH2:20][CH:19]([N:22]2[CH2:26][CH2:25][CH2:24][C:23]2=[O:27])[CH2:18][CH2:17]1)[C:11]([N:13]([CH3:15])[CH3:14])=[O:12])=[O:7])([CH3:4])([CH3:2])[CH3:3]. Procedure: To a solution of the material prepared in Step A (0.46 g, 0.91 mmol) in 100 mL of acetic acid was placed solid platinum (IV) oxide (200 mg). The mixture was placed under 3 atm hydrogen for 24 h at ambient temperature. The mixture was then filtered through Celite, and concentrated in vacuo. Purification by reverse phase liquid chromatography (25%-65% acetonitrile in water gradient) afforded the title compound as a mixture of cis and trans 1,4-disubstituted cyclohexyl diastereomers. These diastere... Starting materials: CC1=C2C=3C(=CC=CC3NC2=C(C=C1)C)CCN(CCC)CCC (5,8-dimethyl-4-(2-di-n-propylaminoethyl)carbazole), ice water, [H-].[Na+] (sodium hydride), CI (methyl iodide). The solvent is CN(C=O)C (N,N-dimethyl-formamide), CN(C=O)C (N,N-dimethylformamide). Conditions: time 30 minute. Product: CC1=C2C=3C(=CC=CC3N(C2=C(C=C1)C)C)CCN(CCC)CCC (5,8,9-trimethyl-4-(2-di-n-propylaminoethyl)-carbazole). As a reaction SMILES: [H-].[Na+].[CH3:3][C:4]1[CH:16]=[CH:15][C:14]([CH3:17])=[C:13]2[C:5]=1[C:6]1[C:7]([CH2:18][CH2:19][N:20]([CH2:24][CH2:25][CH3:26])[CH2:21][CH2:22][CH3:23])=[CH:8][CH:9]=[CH:10][C:11]=1[NH:12]2.[CH3:27]I>CN(C)C=O>[CH3:3][C:4]1[CH:16]=[CH:15][C:14]([CH3:17])=[C:13]2[C:5]=1[C:6]1[C:7]([CH2:18][CH2:19][N:20]([CH2:24][CH2:25][CH3:26])[CH2:21][CH2:22][CH3:23])=[CH:8][CH:9]=[CH:10][C:11]=1[N:12]2[CH3:27] |f:0.1|. Procedure details: To a Suspension of 0.25 ml of 60% sodium hydride (in an oil) in 5 ml of dry N,N-dimethylformamide was added dropwise a solution of 2 g of 5,8-dimethyl-4-(2-di-n-propylaminoethyl)carbazole in 10 ml of dry N,N-dimethyl-formamide, and the mixture was stirred for 30 minutes. To the mixture was added dropwise 1.0 g of methyl iodide, and the mixture was stirred at room temperature for 30 minutes. The reaction solution was poured into ice water and extracted with methylene chloride, and the organic lay... Reactants: O=C(c1ccc(Cl)cc1)c1ccc(CBr)cc1, CCO, CCOC(C)=O, [Na+], N#C[S-]. The product is N#CSCc1ccc(C(=O)c2ccc(Cl)cc2)cc1. RXN SMILES: [Br:1][CH2:2][c:3]1[cH:4][cH:5][c:6]([C:7](=[O:8])[c:9]2[cH:10][cH:11][c:12]([Cl:15])[cH:13][cH:14]2)[cH:16][cH:17]1.[CH3:22][CH2:23][OH:24].[CH3:25][CH2:26][O:27][C:28](=[O:29])[CH3:30].[Na+:18].[S-:19][C:20]#[N:21]>>[CH2:2]([c:3]1[cH:4][cH:5][c:6]([C:7](=[O:8])[c:9]2[cH:10][cH:11][c:12]([Cl:15])[cH:13][cH:14]2)[cH:16][cH:17]1)[S:19][C:20]#[N:21].